From a dataset of the Open Reaction Database (ORD), a public repository of structured organic reaction records. describe an organic reaction: reactants, conditions, products, and yield Reactants: CC(C)(C)c1nc2cc(S(=O)(=O)Cl)ccc2n1CC1CCOCC1, CC1CCNCC1, CN(C)c1ccncc1, CC#N. The product is CC1CCN(S(=O)(=O)c2ccc3c(c2)nc(C(C)(C)C)n3CC2CCOCC2)CC1. RXN SMILES: [C:1]([CH3:2])([CH3:3])([CH3:4])[c:5]1[n:6][c:7]2[c:8]([n:9]1[CH2:10][CH:11]1[CH2:12][CH2:13][O:14][CH2:15][CH2:16]1)[cH:17][cH:18][c:19]([S:21](=[O:22])(=[O:23])[Cl:24])[cH:20]2.[CH3:25][CH:26]1[CH2:27][CH2:28][NH:29][CH2:30][CH2:31]1.[CH3:32][N:33]([c:34]1[cH:35][cH:36][n:37][cH:38][cH:39]1)[CH3:40].[CH3:41][C:42]#[N:43]>>[C:1]([CH3:2])([CH3:3])([CH3:4])[c:5]1[n:6][c:7]2[c:8]([n:9]1[CH2:10][CH:11]1[CH2:12][CH2:13][O:14][CH2:15][CH2:16]1)[cH:17][cH:18][c:19]([S:21](=[O:22])(=[O:23])[N:29]1[CH2:28][CH2:27][CH:26]([CH3:25])[CH2:31][CH2:30]1)[cH:20]2. Reactants: O[C@H]([C@H](CNC(OCC1=CC=CC=C1)=O)N1C([C@H](CC1)NC(C1=CC(=CC=C1)C(F)(F)F)=O)=O)C#CC (benzyl (2S,3S)-3-hydroxy-2-((S)-2-oxo-3-(3-(trifluoromethyl)benzamido)pyrrolidin-1-yl)hex-4-ynylcarbamate). The reagents and catalysts are [Pd] (Pd/C). The solvent is CO (MeOH). Run at time 5 hour. Product: NC[C@@H]([C@H](CCC)O)N1C([C@H](CC1)NC(C1=CC(=CC=C1)C(F)(F)F)=O)=O (N-((S)-1-((2S,3S)-1-amino-3-hydroxyhexan-2-yl)-2-oxopyrrolidin-3-yl)-3-(trifluoromethyl)benzamide). The yield is 100.2%. As a reaction SMILES: [OH:1][C@@H:2]([C:35]#[C:36][CH3:37])[C@@H:3]([N:16]1[CH2:20][CH2:19][C@H:18]([NH:21][C:22](=[O:33])[C:23]2[CH:28]=[CH:27][CH:26]=[C:25]([C:29]([F:32])([F:31])[F:30])[CH:24]=2)[C:17]1=[O:34])[CH2:4][NH:5]C(=O)OCC1C=CC=CC=1>CO.[Pd]>[NH2:5][CH2:4][C@H:3]([N:16]1[CH2:20][CH2:19][C@H:18]([NH:21][C:22](=[O:33])[C:23]2[CH:28]=[CH:27][CH:26]=[C:25]([C:29]([F:31])([F:32])[F:30])[CH:24]=2)[C:17]1=[O:34])[C@@H:2]([OH:1])[CH2:35][CH2:36][CH3:37]. Reported procedure: A solution of benzyl (2S,3S)-3-hydroxy-2-((S)-2-oxo-3-(3-(trifluoromethyl)benzamido)pyrrolidin-1-yl)hex-4-ynylcarbamate (0.32 g) in MeOH (5 mL) was charged with 10% Pd/C and then stirred under H2 (1 atm) for 5 h at RT, filtered through diatomaceous earth, and concentrated in vacuo to provide N-((S)-1-((2S,3S)-1-amino-3-hydroxyhexan-2-yl)-2-oxopyrrolidin-3-yl)-3-(trifluoromethyl)benzamide (0.24 g). MS found: (M+H)+=388. Starting materials: CN(N)C(=O)OC(C)(C)C, CC(=O)O, CO, CCC(=O)N1CC(=CN(C)C)C(=O)c2cc(Cl)ccc21, C1CCOC1. Yields the product CCC(=O)N1CC(=CNN(C)C(=O)OC(C)(C)C)C(=O)c2cc(Cl)ccc21. As a reaction SMILES: [C:21]([CH3:22])([CH3:23])([CH3:24])[O:25][C:26](=[O:27])[N:28]([NH2:29])[CH3:30].[CH3:31][C:32](=[O:33])[OH:34].[CH3:35][OH:36].[Cl:1][c:2]1[cH:3][c:4]2[c:9]([cH:10][cH:11]1)[N:8]([C:12]([CH2:13][CH3:14])=[O:15])[CH2:7][C:6](=[CH:16][N:17]([CH3:18])[CH3:19])[C:5]2=[O:20].[O:37]1[CH2:38][CH2:39][CH2:40][CH2:41]1>>[Cl:1][c:2]1[cH:3][c:4]2[c:9]([cH:10][cH:11]1)[N:8]([C:12]([CH2:13][CH3:14])=[O:15])[CH2:7][C:6](=[CH:16][NH:17][N:28]([C:26]([O:25][C:21]([CH3:22])([CH3:23])[CH3:24])=[O:27])[CH3:30])[C:5]2=[O:20]. Starting materials: CC(=O)O, CC(=O)[O-], Cc1ccccc1Oc1nnc(Cl)cc1Cl, [K+], O. The product is Cc1ccccc1Oc1nnc(O)cc1Cl. Reaction SMILES: [CH3:17][C:18]([OH:19])=[O:20].[CH3:22][C:23](=[O:24])[O-:25].[Cl:1][c:2]1[c:3]([O:9][c:10]2[c:11]([CH3:16])[cH:12][cH:13][cH:14][cH:15]2)[n:4][n:5][c:6]([Cl:8])[cH:7]1.[K+:21].[OH2:26]>>[Cl:1][c:2]1[c:3]([O:9][c:10]2[c:11]([CH3:16])[cH:12][cH:13][cH:14][cH:15]2)[n:4][n:5][c:6]([OH:19])[cH:7]1. The reactants are BrC=1N=CC(=NC1)N([C@H]1CN(CC1)C=1C2=C(N=CN1)N(C=C2)COCC[Si](C)(C)C)C ((R)-5-bromo-N-methyl-N-(1-(7-((2-(trimethylsilyl)ethoxy)methyl)-7H-pyrrolo[2,3-d]pyrimidin-4-yl)pyrrolidin-3-yl)pyrazin-2-amine), N1CCOCC1 (morpholine), O (water). The solvent is CN1CCCC1=O (NMP). The product is CN(C1=NC=C(N=C1)N1CCOCC1)[C@H]1CN(CC1)C=1C2=C(N=CN1)N(C=C2)COCC[Si](C)(C)C ((R)—N-methyl-5-morpholino-N-(1-(7-((2-(trimethylsilyl)ethoxy)methyl)-7H-pyrrolo[2,3-d]pyrimidin-4-yl)pyrrolidin-3-yl)pyrazin-2-amine). As a reaction SMILES: Br[C:2]1[N:3]=[CH:4][C:5]([N:8]([CH3:31])[C@@H:9]2[CH2:13][CH2:12][N:11]([C:14]3[C:15]4[CH:22]=[CH:21][N:20]([CH2:23][O:24][CH2:25][CH2:26][Si:27]([CH3:30])([CH3:29])[CH3:28])[C:16]=4[N:17]=[CH:18][N:19]=3)[CH2:10]2)=[N:6][CH:7]=1.[NH:32]1[CH2:37][CH2:36][O:35][CH2:34][CH2:33]1.O>CN1C(=O)CCC1>[CH3:31][N:8]([C@@H:9]1[CH2:13][CH2:12][N:11]([C:14]2[C:15]3[CH:22]=[CH:21][N:20]([CH2:23][O:24][CH2:25][CH2:26][Si:27]([CH3:30])([CH3:29])[CH3:28])[C:16]=3[N:17]=[CH:18][N:19]=2)[CH2:10]1)[C:5]1[CH:4]=[N:3][C:2]([N:32]2[CH2:37][CH2:36][O:35][CH2:34][CH2:33]2)=[CH:7][N:6]=1. Procedure: A solution of (R)-5-bromo-N-methyl-N-(1-(7-((2-(trimethylsilyl)ethoxy)methyl)-7H-pyrrolo[2,3-d]pyrimidin-4-yl)pyrrolidin-3-yl)pyrazin-2-amine (0.099 mmol) and morpholine (1.5 mL) in NMP (0.5 mL) was stirred at 195° C. for 2 hours in a microwave reactor. After cooling to the ambient temperature, it was poured into water, and extracted with EtOAc. The combined organic extracts were concentrated and the residue was purified by column chromatography on silica gel to give the title compound. Starting materials: OC(CN)COCC1=CC(=CC=C1)CN1CCCCC1 (2-hydroxy-3-[3-(1-piperidylmethyl)benzyloxy]propylamine), C(C)OC1=NS(N=C1OCC)=O (3,4-diethoxy-1,2,5-thiadiazole-1-oxide). Solvent: C(C)O (ethanol), C(C)O (ethanol). Run at time 4 hour. Product: OC(CNC1=NS(N=C1OCC)=O)COCC1=CC(=CC=C1)CN1CCCCC1 (3-[2-Hydroxy-3-[3-(1-piperidylmethyl)benzyloxy]propylamino]-4-ethoxy-1,2,5-thiadiazole-1-oxide). As a reaction SMILES: [OH:1][CH:2]([CH2:5][O:6][CH2:7][C:8]1[CH:13]=[CH:12][CH:11]=[C:10]([CH2:14][N:15]2[CH2:20][CH2:19][CH2:18][CH2:17][CH2:16]2)[CH:9]=1)[CH2:3][NH2:4].[CH2:21]([O:23][C:24]1[C:28](OCC)=[N:27][S:26](=[O:32])[N:25]=1)[CH3:22]>C(O)C>[OH:1][CH:2]([CH2:5][O:6][CH2:7][C:8]1[CH:13]=[CH:12][CH:11]=[C:10]([CH2:14][N:15]2[CH2:20][CH2:19][CH2:18][CH2:17][CH2:16]2)[CH:9]=1)[CH2:3][NH:4][C:28]1[C:24]([O:23][CH2:21][CH3:22])=[N:25][S:26](=[O:32])[N:27]=1. Procedure details: A solution of 2.78 g (0.01 mol) of 2-hydroxy-3-[3-(1-piperidylmethyl)benzyloxy]propylamine in 10 ml of ethanol is added dropwise over a period of 30 minutes to a solution of 1.90 g (0.01 mol) of 3,4-diethoxy-1,2,5-thiadiazole-1-oxide in 10 ml of ethanol and the mixture is stirred at room temperature for 4 hours. The title compound obtained after concentration of the reaction solution by evaporation is reacted without further purification. The reactants are C1CCOC1, CO, COC(=O)c1ccc(S(=O)(=O)N(CC(=O)NCc2ccc(OC)cc2)c2cccc(Cl)c2C)cc1, Cl, [Na+], [OH-]. Yields the product COc1ccc(CNC(=O)CN(c2cccc(Cl)c2C)S(=O)(=O)c2ccc(C(=O)O)cc2)cc1. RXN SMILES: [CH2:41]1[O:42][CH2:43][CH2:44][CH2:45]1.[CH3:39][OH:40].[Cl:1][c:2]1[c:3]([CH3:35])[c:4]([N:8]([S:9](=[O:10])(=[O:11])[c:12]2[cH:13][cH:14][c:15]([C:16](=[O:17])[O:18][CH3:19])[cH:20][cH:21]2)[CH2:22][C:23](=[O:24])[NH:25][CH2:26][c:27]2[cH:28][cH:29][c:30]([O:33][CH3:34])[cH:31][cH:32]2)[cH:5][cH:6][cH:7]1.[ClH:38].[Na+:37].[OH-:36]>>[Cl:1][c:2]1[c:3]([CH3:35])[c:4]([N:8]([S:9](=[O:10])(=[O:11])[c:12]2[cH:13][cH:14][c:15]([C:16](=[O:17])[OH:18])[cH:20][cH:21]2)[CH2:22][C:23](=[O:24])[NH:25][CH2:26][c:27]2[cH:28][cH:29][c:30]([O:33][CH3:34])[cH:31][cH:32]2)[cH:5][cH:6][cH:7]1. Starting materials: CN1C(NC(C1)=O)=NC(O)=O (tetrahydro-1-methyl-4-oxo-1H-imidazol-2-ylidene carbamic acid), NC1=NC=C(C(=O)N)C=C1 (6-aminonicotinamide), O (water). Solvent: CN(C)C=O (DMF). Reaction conditions: temperature 65 celsius, time 1.5 hour. Product: NC(=O)C=1C=CC(=NC1)NC(=O)N=C1N(CC(N1)=O)C (1-(5-Aminocarbonyl-2-pyridinyl)-3-(tetrahydro-1-methyl-4-oxo-1H-imidazol-2-ylidene) urea). Yield: 71.5%. Reaction SMILES: [CH3:1][N:2]1[CH2:6][C:5](=[O:7])[NH:4][C:3]1=[N:8][C:9](=[O:11])O.[NH2:12][C:13]1[CH:21]=[CH:20][C:16]([C:17]([NH2:19])=[O:18])=[CH:15][N:14]=1.O>CN(C=O)C>[NH2:19][C:17]([C:16]1[CH:20]=[CH:21][C:13]([NH:12][C:9]([N:8]=[C:3]2[NH:4][C:5](=[O:7])[CH2:6][N:2]2[CH3:1])=[O:11])=[N:14][CH:15]=1)=[O:18]. Procedure details: A mixture of 1.00 g (4.29 mM) of the phenyl carbamate 8 and 0.59 g (4.29 mM) of 6-aminonicotinamide in 4 ml of anhydrous DMF was stirred at 65° C. for 1.5 hr., cooled and poured into water. The resulting precipitate was collected, washed with acetone and air dried to give 0.85 g of the above urea as a pale yellow solid, m.p. 240°-243° C. (dec.).